Dataset: the Open Reaction Database (ORD), a public repository of structured organic reaction records. Task: describe an organic reaction: reactants, conditions, products, and yield Starting materials: BrC1=CC(=C(C=C1)C1=CC=CC=C1)CO ((4-bromobiphenyl-2-yl)methanol). The solvent is O (water), C(C)OCC (diethyl ether). Reaction conditions: temperature 60 celsius, time 2 hour. Yields the product BrC=1C=C(C(=CC1)C1=CC=CC=C1)C=O (4-bromobiphenyl-2-carbaldehyde). The yield is 95.6%. RXN SMILES: [Br:1][C:2]1[CH:7]=[CH:6][C:5]([C:8]2[CH:13]=[CH:12][CH:11]=[CH:10][CH:9]=2)=[C:4]([CH2:14][OH:15])[CH:3]=1>O.C(OCC)C>[Br:1][C:2]1[CH:3]=[C:4]([CH:14]=[O:15])[C:5]([C:8]2[CH:13]=[CH:12][CH:11]=[CH:10][CH:9]=2)=[CH:6][CH:7]=1. Reported procedure: IBX (7.45 g, 26.6 mmol) was added to (4-bromobiphenyl-2-yl)methanol (3.5 g, 13.30 mmol) in dmso (40 mL) and stirred at 60° C. for 2 hours. The reaction was cooled in an ice bath and diluted with water and diethyl ether. The ether layer was washed with brine, dried over MgSO4, filtered and evaporated to give 4-bromobiphenyl-2-carbaldehyde (3.32 g, 12.71 mmol, 96% yield) as an orange oil. LCMS: rt=1.66 min.; Phenomenex-Luna C-18 (5μ) (3.0×50 mm); Solvent A=10% acetonitrile—90% water—0.1% TFA, Solv... As a reaction SMILES: [CH3:22][CH2:23][CH2:24][CH2:25][CH2:26][CH3:27].[CH3:28][CH2:29][OH:30].[CH3:5][c:6]1[cH:7][cH:8][c:9]([S:12](=[O:13])(=[O:14])[O:15][CH2:16][CH2:17][CH:18]=[C:19]([F:20])[F:21])[cH:10][cH:11]1.[NH2:1][C:2]([NH2:3])=[S:4]>>[CH3:5][c:6]1[cH:7][cH:8][c:9]([S:12](=[O:13])(=[O:14])[O-:15])[cH:10][cH:11]1.[NH:1]([C:2]([NH2:3])=[S:4])[CH2:16][CH2:17][CH:18]=[C:19]([F:20])[F:21]. Starting materials: CCCCCC, CCO, Cc1ccc(S(=O)(=O)OCCC=C(F)F)cc1, NC(N)=S. Yields the product Cc1ccc(S(=O)(=O)[O-])cc1, NC(=S)NCCC=C(F)F. Starting materials: CCO, CCOC(OCC)P(=O)(CC(C[N+](=O)[O-])c1ccc(F)cc1)OCC, [H][H], N. The product is CCOC(OCC)P(=O)(CC(CN)c1ccc(F)cc1)OCC. RXN SMILES: [CH3:29][CH2:30][OH:31].[F:1][c:2]1[cH:3][cH:4][c:5]([CH:8]([CH2:9][P:10]([O:11][CH2:12][CH3:13])(=[O:14])[CH:15]([O:16][CH2:17][CH3:18])[O:19][CH2:20][CH3:21])[CH2:22][N+:23]([O-:24])=[O:25])[cH:6][cH:7]1.[H:27][H:28].[NH3:26]>>[F:1][c:2]1[cH:3][cH:4][c:5]([CH:8]([CH2:9][P:10]([O:11][CH2:12][CH3:13])(=[O:14])[CH:15]([O:16][CH2:17][CH3:18])[O:19][CH2:20][CH3:21])[CH2:22][NH2:23])[cH:6][cH:7]1.